From a dataset of the Open Reaction Database (ORD), a public repository of structured organic reaction records. describe an organic reaction: reactants, conditions, products, and yield Starting materials: ClC1=C(C=NC2=NC(=C(C=C12)OCC)C)C(=O)OCC (ethyl 4-chloro-6-ethoxy-7-methyl-1,8-naphthyridine-3-carboxylate), NC1=CC=CC(=N1)OCC (6-amino-2-ethoxy pyridine). Reagents/catalysts: Cl (hydrochloric acid). The solvent is IMS. The product is O.Cl.C(C)OC=1C=C2C(=C(C=NC2=NC1C)C(=O)OCC)NC1=NC(=CC=C1)OCC.Cl.Cl.C(C)OC(=O)C=1C=NC2=NC(=C(C=C2C1NC1=NC(=CC=C1)OCC)OCC)C.O (ethyl 6-ethoxy-4-(6-ethoxy-2-pyridylamino)-7-methyl-1,8-naphthyridine-3-carboxylate sesquihydrochloride hydrate). As a reaction SMILES: [Cl:1][C:2]1[C:11]2[C:6](=[N:7][C:8]([CH3:15])=[C:9]([O:12][CH2:13][CH3:14])[CH:10]=2)[N:5]=[CH:4][C:3]=1[C:16]([O:18][CH2:19][CH3:20])=[O:17].[NH2:21][C:22]1[N:27]=[C:26]([O:28][CH2:29][CH3:30])[CH:25]=[CH:24][CH:23]=1>Cl>[OH2:12].[ClH:1].[CH2:13]([O:12][C:9]1[CH:10]=[C:11]2[C:6](=[N:7][C:8]=1[CH3:15])[N:5]=[CH:4][C:3]([C:16]([O:18][CH2:19][CH3:20])=[O:17])=[C:2]2[NH:21][C:22]1[CH:23]=[CH:24][CH:25]=[C:26]([O:28][CH2:29][CH3:30])[N:27]=1)[CH3:14].[ClH:1].[ClH:1].[CH2:19]([O:18][C:16]([C:3]1[CH:4]=[N:5][C:6]2[C:11]([C:2]=1[NH:21][C:22]1[CH:23]=[CH:24][CH:25]=[C:26]([O:28][CH2:29][CH3:30])[N:27]=1)=[CH:10][C:9]([O:12][CH2:13][CH3:14])=[C:8]([CH3:15])[N:7]=2)=[O:17])[CH3:20].[OH2:12] |f:3.4.5.6.7.8.9|. Procedure details: A mixture of ethyl 4-chloro-6-ethoxy-7-methyl-1,8-naphthyridine-3-carboxylate (1.3 g), 6-amino-2-ethoxy pyridine (0.68 g), IMS (25 ml) and concentrated hydrochloric acid (2 drops) was boiled under reflux for 18 hours. The mixture was cooled and filtered to give ethyl 6-ethoxy-4-(6-ethoxy-2-pyridylamino)-7-methyl-1,8-naphthyridine-3-carboxylate sesquihydrochloride hydrate, m.p. 195°-200° C. Active (1/1) at 30 mg/kg. The reactants are COC(=O)C(C)O, CCOC(=O)CO, O=Cc1ccc(O)c([N+](=O)[O-])c1. The product is COC(=O)C(C)Oc1ccc(C=O)cc1[N+](=O)[O-]. As a reaction SMILES: [C:13]([CH:14]([OH:15])[CH3:16])(=[O:17])[O:18][CH3:19].[C:20]([O:21][CH2:22][CH3:23])(=[O:24])[CH2:25][OH:26].[OH:1][c:2]1[c:3]([N+:10](=[O:11])[O-:12])[cH:4][c:5]([CH:6]=[O:7])[cH:8][cH:9]1>>[O:1]([c:2]1[c:3]([N+:10](=[O:11])[O-:12])[cH:4][c:5]([CH:6]=[O:7])[cH:8][cH:9]1)[CH:14]([C:13](=[O:17])[O:18][CH3:19])[CH3:16]. The reactants are ClCC(CCCCC)=O (1-chloroheptan-2-one), C1(=CC=CC=C1)P(C1=CC=CC=C1)C1=CC=CC=C1 (triphenylphosphine). The solvent is C(Cl)(Cl)Cl (chloroform). Run at time 24 hour. Product: C(CCCCC)(=O)C=[PH2]C1=CC=CC=C1 (hexanoylmethylenephenylphosphorane). Isolated yield 34.4%. RXN SMILES: Cl[CH2:2][C:3](=[O:9])[CH2:4][CH2:5][CH2:6][CH2:7][CH3:8].[C:10]1([P:16](C2C=CC=CC=2)C2C=CC=CC=2)[CH:15]=[CH:14][CH:13]=[CH:12][CH:11]=1>C(Cl)(Cl)Cl>[C:3]([CH:2]=[PH2:16][C:10]1[CH:15]=[CH:14][CH:13]=[CH:12][CH:11]=1)(=[O:9])[CH2:4][CH2:5][CH2:6][CH2:7][CH3:8]. Reported procedure: A solution of 1-chloroheptan-2-one (33 g.) and triphenylphosphine (60 g.) in chloroform (50 ml.) was saturated with nitrogen and refluxed under nitrogen overnight. The chloroform was removed in vacuo and the residue was dissolved in dichloromethane (150 ml.). Dry diethyl ether (600 ml.) was added to precipitate 2-oxoheptyltriphenylphosphonium chloride (60 g.), m.p. 165°-168° C. This compound (23 g.) was added portionwise to a solution of sodium carbonate (25 g.) in water (250 ml.) and the mixtur... The reactants are O=C(O)c1cccc(Br)n1, CCN=C=NCCCN(C)C, CCN(C(C)C)C(C)C, O=C(NCC(=O)N1CCNCC1)c1ccc(-c2ccccc2)cc1, CN(C)C=O, O, On1nnc2ccccc21. Product: O=C(NCC(=O)N1CCN(C(=O)c2cccc(Br)n2)CC1)c1ccc(-c2ccccc2)cc1. RXN SMILES: [Br:10][c:11]1[cH:12][cH:13][cH:14][c:15]([C:17](=[O:18])[OH:19])[n:16]1.[CH3:30][CH2:31][N:32]=[C:33]=[N:34][CH2:35][CH2:36][CH2:37][N:38]([CH3:39])[CH3:40].[CH:1]([N:2]([CH2:3][CH3:4])[CH:5]([CH3:6])[CH3:7])([CH3:8])[CH3:9].[O:41]=[C:42]([CH2:43][NH:44][C:45](=[O:46])[c:47]1[cH:48][cH:49][c:50](-[c:53]2[cH:54][cH:55][cH:56][cH:57][cH:58]2)[cH:51][cH:52]1)[N:59]1[CH2:60][CH2:61][NH:62][CH2:63][CH2:64]1.[O:65]=[CH:66][N:67]([CH3:68])[CH3:69].[OH2:70].[OH:20][n:21]1[c:22]2[c:23]([cH:24][cH:25][cH:26][cH:27]2)[n:28][n:29]1>>[Br:10][c:11]1[cH:12][cH:13][cH:14][c:15]([C:17](=[O:19])[N:62]2[CH2:61][CH2:60][N:59]([C:42](=[O:41])[CH2:43][NH:44][C:45](=[O:46])[c:47]3[cH:48][cH:49][c:50](-[c:53]4[cH:54][cH:55][cH:56][cH:57][cH:58]4)[cH:51][cH:52]3)[CH2:64][CH2:63]2)[n:16]1. Starting materials: Nc1nc(Cl)c2ccn(Cc3ccccc3)c2n1, [H-], [Na+], O, Cc1cc(C#N)cc(C)c1O. Yields the product Cc1cc(C#N)cc(C)c1Oc1nc(N)nc2c1ccn2Cc1ccccc1. Reaction SMILES: [CH2:14]([c:15]1[cH:16][cH:17][cH:18][cH:19][cH:20]1)[n:21]1[cH:22][cH:23][c:24]2[c:25]1[n:26][c:27]([NH2:31])[n:28][c:29]2[Cl:30].[H-:13].[Na+:12].[OH2:32].[OH:1][c:2]1[c:3]([CH3:11])[cH:4][c:5]([C:6]#[N:7])[cH:8][c:9]1[CH3:10]>>[O:1]([c:2]1[c:3]([CH3:11])[cH:4][c:5]([C:6]#[N:7])[cH:8][c:9]1[CH3:10])[c:29]1[c:24]2[cH:23][cH:22][n:21]([CH2:14][c:15]3[cH:16][cH:17][cH:18][cH:19][cH:20]3)[c:25]2[n:26][c:27]([NH2:31])[n:28]1. Reactants: O=C(Cc1ccc(OCc2ccccc2)cc1)c1nc(C(F)(F)F)cs1, C1CCOC1, CCOC(=O)CP(=O)(OCC)OCC, [H-], [Na+]. Yields the product CCOC(=O)C=C(Cc1ccc(OCc2ccccc2)cc1)c1nc(C(F)(F)F)cs1. As a reaction SMILES: [CH2:17]([c:18]1[cH:19][cH:20][cH:21][cH:22][cH:23]1)[O:24][c:25]1[cH:26][cH:27][c:28]([CH2:31][C:32](=[O:33])[c:34]2[s:35][cH:36][c:37]([C:39]([F:40])([F:41])[F:42])[n:38]2)[cH:29][cH:30]1.[CH2:43]1[O:44][CH2:45][CH2:46][CH2:47]1.[CH3:3][CH2:4][O:5][C:6](=[O:7])[CH2:8][P:9]([O:10][CH2:11][CH3:12])([O:13][CH2:14][CH3:15])=[O:16].[H-:2].[Na+:1]>>[CH3:3][CH2:4][O:5][C:6](=[O:7])[CH:8]=[C:32]([CH2:31][c:28]1[cH:27][cH:26][c:25]([O:24][CH2:17][c:18]2[cH:19][cH:20][cH:21][cH:22][cH:23]2)[cH:30][cH:29]1)[c:34]1[s:35][cH:36][c:37]([C:39]([F:40])([F:41])[F:42])[n:38]1. Reactants: Cl.ClCC1=NC2=CC=CC=C2C=C1 (2-(Chloromethyl)-quinoline hydrochloride), C1(=CC(O)=CC(C)=C1)O (orcinol), C(=O)([O-])[O-].[K+].[K+] (K2CO3). The reagents and catalysts are [I-].C(CCC)[N+](CCCC)(CCCC)CCCC (tetrabutylammonium iodide). Run in CN(C)C=O (DMF). Product: CC=1C=C(C=C(C1)OCC1=NC2=CC=CC=C2C=C1)O (3-Methyl-5-(quinolin-2-ylmethoxy)-phenol). Reaction SMILES: Cl.Cl[CH2:3][C:4]1[CH:13]=[CH:12][C:11]2[C:6](=[CH:7][CH:8]=[CH:9][CH:10]=2)[N:5]=1.[C:14]1([OH:22])[CH:21]=[C:19]([CH3:20])[CH:18]=[C:16]([OH:17])[CH:15]=1.C([O-])([O-])=O.[K+].[K+]>[I-].C([N+](CCCC)(CCCC)CCCC)CCC.CN(C=O)C>[CH3:20][C:19]1[CH:21]=[C:14]([OH:22])[CH:15]=[C:16]([O:17][CH2:3][C:4]2[CH:13]=[CH:12][C:11]3[C:6](=[CH:7][CH:8]=[CH:9][CH:10]=3)[N:5]=2)[CH:18]=1 |f:0.1,3.4.5,6.7|. Procedure details: 2-(Chloromethyl)-quinoline hydrochloride (1.28 g, 6.0 mmol), orcinol (568 mg, 4.0 mmol), K2CO3 (1.68 g, 12.0 mmol) and a catalytic amount of tetrabutylammonium iodide (˜10 mg) are dissolved/suspended in anhyd. DMF (10 mL) and heated at 50° C. overnight. The reaction is cooled to r.t. and partitioned between water (100 mL) and ethyl ether (100 mL). The pH of the aqueous layer is adjusted to ˜5 and further extracted with ethyl ether (100 mL). The organic fractions are pooled and washed with brine ...